Dataset: the Open Reaction Database (ORD), a public repository of structured organic reaction records. Task: describe an organic reaction: reactants, conditions, products, and yield Reactants: C([O-])([O-])=O.[Na+].[Na+] (sodium carbonate), [N+](=O)([O-])C=1C=C(C=CC1)N1CNC(C2=C1N=CC=C2)=O (1-(m-nitrophenyl)-4-oxo-1,2,3,4-tetrahydropyrido[2,3-d]pyrimidine), [H-].[Na+] (sodium hydride), S(=O)(=O)(OC)OC (dimethyl sulfate). The solvent is O (water), CN(C=O)C (dimethylformamide). Run at time 30 minute. The product is [N+](=O)([O-])C=1C=C(C=CC1)N1CN(C(C2=C1N=CC=C2)=O)C (1-(m-nitrophenyl)-3-methyl-4-oxo-1,2,3,4-tetrahydropyrido[2,3-d]pyrimidine). Isolated yield 69.0%. RXN SMILES: [N+:1]([C:4]1[CH:5]=[C:6]([N:10]2[C:15]3[N:16]=[CH:17][CH:18]=[CH:19][C:14]=3[C:13](=[O:20])[NH:12][CH2:11]2)[CH:7]=[CH:8][CH:9]=1)([O-:3])=[O:2].[H-].[Na+].S(OC)(O[CH3:27])(=O)=O.C(=O)([O-])[O-].[Na+].[Na+]>O.CN(C)C=O>[N+:1]([C:4]1[CH:5]=[C:6]([N:10]2[C:15]3[N:16]=[CH:17][CH:18]=[CH:19][C:14]=3[C:13](=[O:20])[N:12]([CH3:27])[CH2:11]2)[CH:7]=[CH:8][CH:9]=1)([O-:3])=[O:2] |f:1.2,4.5.6|. Reported procedure: To a solution of 2.7 g of 1-(m-nitrophenyl)-4-oxo-1,2,3,4-tetrahydropyrido[2,3-d]pyrimidine and 20 ml of dry dimethylformamide was added 0.48 g of approximately 55% sodium hydride and the mixture was stirred at room temperature for 30 minutes. To this was added dropwise 2.52 g of dimethyl sulfate and the whole was stirred at room temperature for 3 hours. The reaction mixture was neutralized with sodium carbonate and concentrated under reduced pressure to leave a residue, to which was added water... Starting materials: FC1=CC=C(C=C1)C(CC1=CC=NC=C1)(O)C1=CC=C(C=C1)F (α,α-bis(4-fluoropheny)-4-pyridineethanol), CCOCC (ether), [H][H] (hydrogen), Cl (hydrogen chloride). The reagents and catalysts are [Pt] (platinum on carbon). Run in CC(=O)OCC1=C2C=CC=CC2=C(C3=CC=CC=C31)COC(=O)C (acetic), CO (methanol). Yields the product O.Cl.FC1=CC=C(C=C1)C(CC1CCNCC1)C1=CC=C(C=C1)F (4-[2,2-Bis(4-fluorophenyl)ethyl]piperidine hydrochloride hydrate). RXN SMILES: [F:1][C:2]1[CH:7]=[CH:6][C:5]([C:8]([C:17]2[CH:22]=[CH:21][C:20]([F:23])=[CH:19][CH:18]=2)([OH:16])[CH2:9][C:10]2[CH:15]=[CH:14][N:13]=[CH:12][CH:11]=2)=[CH:4][CH:3]=1.[H][H].[ClH:26].CCOCC>[Pt].CC(OCC1C2C(=CC=CC=2)C(COC(C)=O)=C2C=1C=CC=C2)=O.CO>[OH2:16].[ClH:26].[F:23][C:20]1[CH:21]=[CH:22][C:17]([CH:8]([C:5]2[CH:4]=[CH:3][C:2]([F:1])=[CH:7][CH:6]=2)[CH2:9][CH:10]2[CH2:15][CH2:14][NH:13][CH2:12][CH2:11]2)=[CH:18][CH:19]=1 |f:7.8.9|. Reported procedure: A mixture of 10.0 g (0.30 mole) α,α-bis(4-fluoropheny)-4-pyridineethanol of 1.2 g of 5% platinum on carbon catalyst in 200 ml of acetic and was shaken under an atomsphere of hydrogen (49 psi)for 16 hr. The solution was filtered through Celite®, and the solvent was removed in vacuo. The residue was partitioned between methylene chloride and dilute sodium hydroxide. The solvent was removed in vacuo to give an oil. This was dissolved in methanol, an excess of ethereal hydrogen chloride was added an... Starting materials: COc1ccc2c(c1)CCC(C(=O)O)O2, CCOC(C)=O, Cl, O, c1cc[nH+]cc1. Yields the product O=C(O)C1CCc2cc(O)ccc2O1. As a reaction SMILES: [CH3:1][O:2][c:3]1[cH:4][c:5]2[c:10]([cH:11][cH:12]1)[O:9][CH:8]([C:13](=[O:14])[OH:15])[CH2:7][CH2:6]2.[CH3:24][CH2:25][O:26][C:27]([CH3:28])=[O:29].[ClH:16].[OH2:23].[nH+:17]1[cH:18][cH:19][cH:20][cH:21][cH:22]1>>[OH:2][c:3]1[cH:4][c:5]2[c:10]([cH:11][cH:12]1)[O:9][CH:8]([C:13](=[O:14])[OH:15])[CH2:7][CH2:6]2.